The task is: describe an organic reaction: reactants, conditions, products, and yield. This data is from the Open Reaction Database (ORD), a public repository of structured organic reaction records. The reactants are O=C(O)Cn1c[nH+]c2ccccc21, COc1cc(N)cc(OC)c1, O=C([O-])C(F)(F)F. Product: COc1cc(NC(=O)Cn2cnc3ccccc32)cc(OC)c1. Reaction SMILES: [C:8](=[O:9])([OH:10])[CH2:11][n:12]1[cH:13][nH+:14][c:15]2[c:16]1[cH:17][cH:18][cH:19][cH:20]2.[CH3:21][O:22][c:23]1[cH:24][c:25]([NH2:26])[cH:27][c:28]([O:30][CH3:31])[cH:29]1.[F:1][C:2]([F:3])([F:4])[C:5]([O-:6])=[O:7]>>[C:8](=[O:10])([CH2:11][n:12]1[cH:13][n:14][c:15]2[c:16]1[cH:17][cH:18][cH:19][cH:20]2)[NH:26][c:25]1[cH:24][c:23]([O:22][CH3:21])[cH:29][c:28]([O:30][CH3:31])[cH:27]1. The reactants are [BH4-], CCC(=O)CC, CC(=O)O, Nc1ccc2c(c1)N1CCCN=C1S2, [NH4+], [Na+], [OH-]. The product is CCC(CC)Nc1ccc2c(c1)N1CCCN=C1S2. RXN SMILES: [BH4-:21].[CH3:15][CH2:16][C:17]([CH2:18][CH3:19])=[O:20].[CH3:25][C:26](=[O:27])[OH:28].[N:1]1=[C:6]2[N:5]([CH2:4][CH2:3][CH2:2]1)[c:9]1[c:8]([cH:13][cH:12][c:11]([NH2:14])[cH:10]1)[S:7]2.[NH4+:23].[Na+:22].[OH-:24]>>[N:1]1=[C:6]2[N:5]([CH2:4][CH2:3][CH2:2]1)[c:9]1[c:8]([cH:13][cH:12][c:11]([NH:14][CH:17]([CH2:16][CH3:15])[CH2:18][CH3:19])[cH:10]1)[S:7]2. The reactants are C(C)(C)(C)OC(=O)N1C[C@H]2CC(=C([C@@H](C1)N2C(=O)OC(C)(C)C)C(=O)O)C2=CC=C(C=C2)OCCOC2=C(C=C(C=C2Cl)C)Cl ((1R,5S)-7-{4-[2-(2,6-dichloro-4-methyl-phenoxy)-ethoxy]-phenyl}-3,9-diaza-bicyclo[3.3.1]non-6-ene-3,6,9-tricarboxylic acid 3,9-di-tert-butyl ester), C1(CC1)NCC1=C(C=CC(=C1)CCOC)C (cyclopropyl-[5-(2-methoxy-ethyl)-2-methyl-benzyl]-amine). The product is C1(CC1)N(C(=O)C=1[C@H]2CNC[C@@H](CC1C1=CC=C(C=C1)OCCOC1=C(C=C(C=C1Cl)C)Cl)N2)CC2=C(C=CC(=C2)CCOC)C ((1R,5S)-7-{4-[2-(2,6-Dichloro-4-methyl-phenoxy)-ethoxy]-phenyl}-3,9-diaza-bicyclo[3.3.1]non-6-ene-6-carboxylic acid cyclopropyl-[5-(2-methoxy-ethyl)-2-methyl-benzyl]-amide). Reaction SMILES: C(OC([N:8]1[CH2:15][C@H:14]2[N:16](C(OC(C)(C)C)=O)[C@H:10]([CH2:11][C:12]([C:27]3[CH:32]=[CH:31][C:30]([O:33][CH2:34][CH2:35][O:36][C:37]4[C:42]([Cl:43])=[CH:41][C:40]([CH3:44])=[CH:39][C:38]=4[Cl:45])=[CH:29][CH:28]=3)=[C:13]2[C:24](O)=[O:25])[CH2:9]1)=O)(C)(C)C.[CH:46]1([NH:49][CH2:50][C:51]2[CH:56]=[C:55]([CH2:57][CH2:58][O:59][CH3:60])[CH:54]=[CH:53][C:52]=2[CH3:61])[CH2:48][CH2:47]1>>[CH:46]1([N:49]([CH2:50][C:51]2[CH:56]=[C:55]([CH2:57][CH2:58][O:59][CH3:60])[CH:54]=[CH:53][C:52]=2[CH3:61])[C:24]([C:13]2[C@@H:14]3[NH:16][C@H:10]([CH2:11][C:12]=2[C:27]2[CH:28]=[CH:29][C:30]([O:33][CH2:34][CH2:35][O:36][C:37]4[C:42]([Cl:43])=[CH:41][C:40]([CH3:44])=[CH:39][C:38]=4[Cl:45])=[CH:31][CH:32]=2)[CH2:9][NH:8][CH2:15]3)=[O:25])[CH2:47][CH2:48]1. Procedure: This compound was synthesized from (1R,5S)-7-{4-[2-(2,6-dichloro-4-methyl-phenoxy)-ethoxy]-phenyl}-3,9-diaza-bicyclo[3.3.1]non-6-ene-3,6,9-tricarboxylic acid 3,9-di-tert-butyl ester and cyclopropyl-[5-(2-methoxy-ethyl)-2-methyl-benzyl]-amine as for compound L1, and then Example 1. MS (ESI, Q+) m/z 664.1. The reactants are O=C([O-])O, Cc1ccccc1, NCc1ccccc1, [Na+], O=C1OC(=O)c2ccccc21, Cc1ccc(S(=O)(=O)O)cc1. Product: O=C1c2ccccc2C(=O)N1Cc1ccccc1. RXN SMILES: [C:38](=[O:39])([OH:40])[O-:41].[CH3:31][c:32]1[cH:33][cH:34][cH:35][cH:36][cH:37]1.[NH2:12][CH2:13][c:14]1[cH:15][cH:16][cH:17][cH:18][cH:19]1.[Na+:42].[O:1]=[C:2]1[O:3][C:4](=[O:5])[c:6]2[cH:7][cH:8][cH:9][cH:10][c:11]21.[c:20]1([CH3:21])[cH:22][cH:23][c:24]([S:25]([OH:26])(=[O:27])=[O:28])[cH:29][cH:30]1>>[C:2]1(=[O:3])[c:11]2[c:6]([cH:7][cH:8][cH:9][cH:10]2)[C:4](=[O:5])[N:12]1[CH2:13][c:14]1[cH:15][cH:16][cH:17][cH:18][cH:19]1. Starting materials: [Al+3], [Cl-], [Cl-], [Cl-], ClCCCl, O=C(O)c1ccccc1I, c1ccc2c(-c3ncc4ccccn34)cccc2c1. The product is O=C(c1ccccc1I)c1nc(-c2cccc3ccccc23)n2ccccc12. RXN SMILES: [Al+3:14].[Cl-:11].[Cl-:12].[Cl-:13].[Cl:34][CH2:35][CH2:36][Cl:37].[OH:1][C:2](=[O:3])[c:4]1[cH:5][cH:6][cH:7][cH:8][c:9]1[I:10].[c:15]1(-[c:25]2[n:26][cH:27][c:28]3[n:29]2[cH:30][cH:31][cH:32][cH:33]3)[cH:16][cH:17][cH:18][c:19]2[cH:20][cH:21][cH:22][cH:23][c:24]12>>[C:2](=[O:3])([c:4]1[cH:5][cH:6][cH:7][cH:8][c:9]1[I:10])[c:27]1[n:26][c:25](-[c:15]2[cH:16][cH:17][cH:18][c:19]3[cH:20][cH:21][cH:22][cH:23][c:24]23)[n:29]2[c:28]1[cH:33][cH:32][cH:31][cH:30]2. RXN SMILES: [CH2:1]([c:2]1[cH:3][cH:4][cH:5][cH:6][cH:7]1)[O:8][C:9]([CH2:10][CH2:11][c:12]1[cH:13][cH:14][c:15]([O:18][CH2:19][C:20](=[O:21])[O:22][C:23]([CH3:24])([CH3:25])[CH3:26])[cH:16][cH:17]1)=[O:27].[Cl:35][CH2:36][Cl:37].[F:28][C:29]([F:30])([F:31])[C:32]([OH:33])=[O:34]>>[CH2:1]([c:2]1[cH:3][cH:4][cH:5][cH:6][cH:7]1)[O:8][C:9]([CH2:10][CH2:11][c:12]1[cH:13][cH:14][c:15]([O:18][CH2:19][C:20](=[O:21])[OH:22])[cH:16][cH:17]1)=[O:27]. Starting materials: CC(C)(C)OC(=O)COc1ccc(CCC(=O)OCc2ccccc2)cc1, ClCCl, O=C(O)C(F)(F)F. Yields the product O=C(O)COc1ccc(CCC(=O)OCc2ccccc2)cc1.